From a dataset of the Open Reaction Database (ORD), a public repository of structured organic reaction records. describe an organic reaction: reactants, conditions, products, and yield Yields the product COC(=O)c1cccc(OCc2cccc(F)c2)c1C(=O)OC. The reactants are O=C([O-])[O-], COC(=O)c1cccc(O)c1C(=O)OC, CC(C)=O, Fc1cccc(CBr)c1, [K+], [K+]. Reaction SMILES: [C:16](=[O:17])([O-:18])[O-:19].[CH3:1][O:2][C:3]([c:4]1[c:5]([C:6](=[O:7])[O:8][CH3:9])[c:10]([OH:14])[cH:11][cH:12][cH:13]1)=[O:15].[CH3:31][C:32](=[O:33])[CH3:34].[F:22][c:23]1[cH:24][c:25]([CH2:26][Br:27])[cH:28][cH:29][cH:30]1.[K+:20].[K+:21]>>[CH3:1][O:2][C:3]([c:4]1[c:5]([C:6](=[O:7])[O:8][CH3:9])[c:10]([O:14][CH2:26][c:25]2[cH:24][c:23]([F:22])[cH:30][cH:29][cH:28]2)[cH:11][cH:12][cH:13]1)=[O:15]. The reactants are CN(/C=C/C(=O)C1=NN(C=CC1=O)C1=CC=C(C=C1)OC(F)(F)F)C (3-((E)-3-Dimethylamino-acryloyl)-1-(4-trifluoromethoxy-phenyl)-1H-pyridazin-4-one), N(N)C=1C=C(C=CC1)NC(C)=O (N-(3-hydrazino-phenyl)-acetamide). The product is O=C1C(=NN(C=C1)C1=CC=C(C=C1)OC(F)(F)F)C1=CC=NN1C=1C=C(C=CC1)NC(C)=O (N-(3-{5-[4-Oxo-1-(4-trifluoromethoxy-phenyl)-1,4-dihydro-pyridazin-3-yl]-pyrazol-1-yl}-phenyl)-acetamide). As a reaction SMILES: CN(C)/[CH:3]=[CH:4]/[C:5]([C:7]1[C:12](=[O:13])[CH:11]=[CH:10][N:9]([C:14]2[CH:19]=[CH:18][C:17]([O:20][C:21]([F:24])([F:23])[F:22])=[CH:16][CH:15]=2)[N:8]=1)=O.[NH:26]([C:28]1[CH:29]=[C:30]([NH:34][C:35](=[O:37])[CH3:36])[CH:31]=[CH:32][CH:33]=1)[NH2:27]>>[O:13]=[C:12]1[CH:11]=[CH:10][N:9]([C:14]2[CH:15]=[CH:16][C:17]([O:20][C:21]([F:23])([F:22])[F:24])=[CH:18][CH:19]=2)[N:8]=[C:7]1[C:5]1[N:26]([C:28]2[CH:29]=[C:30]([NH:34][C:35](=[O:37])[CH3:36])[CH:31]=[CH:32][CH:33]=2)[N:27]=[CH:3][CH:4]=1. Procedure: The product was obtained starting from 3-((E)-3-Dimethylamino-acryloyl)-1-(4-trifluoromethoxy-phenyl)-1H-pyridazin-4-one (A-8) and N-(3-hydrazino-phenyl)-acetamide according to the method described for example 91. MS: M=456.2 (M+H)+ The reactants are C(C)(=O)C=1C(=C(N(C1C)C1=CC=C(C=C1)OCCC)C)C(C)=O (1-[4-acetyl-2,5-dimethyl-1-(4-propoxy-phenyl)-1H-pyrrol-3-yl]-ethanone), NN (hydrazine). Yields the product CC1=NN=C(C=2C1=C(N(C2C)C2=CC=C(C=C2)OCCC)C)C (1,4,5,7-Tetramethyl-6-(4-propoxy-phenyl)-6H-pyrrolo[3,4-d]pyridazine). As a reaction SMILES: [C:1]([C:4]1[C:5]([C:21](=O)[CH3:22])=[C:6]([CH3:20])[N:7]([C:10]2[CH:15]=[CH:14][C:13]([O:16][CH2:17][CH2:18][CH3:19])=[CH:12][CH:11]=2)[C:8]=1[CH3:9])(=O)[CH3:2].[NH2:24][NH2:25]>>[CH3:2][C:1]1[C:4]2=[C:8]([CH3:9])[N:7]([C:10]3[CH:15]=[CH:14][C:13]([O:16][CH2:17][CH2:18][CH3:19])=[CH:12][CH:11]=3)[C:6]([CH3:20])=[C:5]2[C:21]([CH3:22])=[N:25][N:24]=1. Procedure details: As outlined in Example 65, 1-[4-acetyl-1-(4-hydroxy-2-methyl-phenyl)-2,5-dimethyl-1H-pyrrol-3-yl]-ethanone (Example 52, 20 mg) reacted with 1-bromo-propane (100 μL), in the presence of K2CO3 powder (50 mg), to afford 1-[4-acetyl-2,5-dimethyl-1-(4-propoxy-phenyl)-1H-pyrrol-3-yl]-ethanone: MS (ESI) 328 (M+H)+. Utilizing the general procedure outlined in Example 48, 1-[4-acetyl-2,5-dimethyl-1-(4-propoxy-phenyl)-1H-pyrrol-3-yl]-ethanone and hydrazine reacted to give 1,4,5,7-Tetramethyl-6-(4-propoxy-... Reactants: C(C1=CC=CC=C1)OC(=O)NC(C)(C)C1=CC=C(C=C1)C=1C(=C(C=CC1)F)C(=O)OC (Methyl 4′-(1-{[(benzyloxy)carbonyl]amino}-1-methylethyl)-3-fluoro-1,1′-biphenyl-2-carboxylate), [H][H] (hydrogen). The reagents and catalysts are [Pd] (Pd/C). Run in C(C)O (ethanol). Conditions: time 72 hour. The product is NC(C)(C)C1=CC=C(C=C1)C=1C(=C(C=CC1)F)C(=O)OC (methyl 4′-(1-amino-1-methylethyl)-3-fluoro-1,1′-biphenyl-2-carboxylate). Isolated yield 88.5%. As a reaction SMILES: C(OC([NH:11][C:12]([C:15]1[CH:20]=[CH:19][C:18]([C:21]2[C:22]([C:28]([O:30][CH3:31])=[O:29])=[C:23]([F:27])[CH:24]=[CH:25][CH:26]=2)=[CH:17][CH:16]=1)([CH3:14])[CH3:13])=O)C1C=CC=CC=1.[H][H]>C(O)C.[Pd]>[NH2:11][C:12]([C:15]1[CH:20]=[CH:19][C:18]([C:21]2[C:22]([C:28]([O:30][CH3:31])=[O:29])=[C:23]([F:27])[CH:24]=[CH:25][CH:26]=2)=[CH:17][CH:16]=1)([CH3:14])[CH3:13]. Procedure: Methyl 4′-(1-{[(benzyloxy)carbonyl]amino}-1-methylethyl)-3-fluoro-1,1′-biphenyl-2-carboxylate (0.25 g, 0.59 mmol) was dissolved in 6.0 mL of anhydrous ethanol. Pd/C (90 mg) was then added and the nitrogen atmosphere was exchanged for hydrogen. The reaction mixture was allowed to stir for 72 hours. After filtration though celite, the ethanol was removed under reduced pressure to yield 0.15 grams of methyl 4′-(1-amino-1-methylethyl)-3-fluoro-1,1′-biphenyl-2-carboxylate which was of sufficient puri... The reactants are CC1(OCCO1)C1=CC=C(O1)CN1N=C(C=C1)N (1-[5-(2-methyl-[1,3]dioxolan-2-yl)-furan-2-ylmethyl]-1H-pyrazol-3-ylamine), C1(=CC=CC=C1)C1=C(N=CO1)C(=O)O (5-phenyl-oxazole-4-carboxylic acid). Yields the product C(C)(=O)C1=CC=C(O1)CN1N=C(C=C1)NC(=O)C=1N=COC1C1=CC=CC=C1 (5-Phenyl-oxazole-4-carboxylic acid [1-(5-acetyl-furan-2-ylmethyl)-1H-pyrazol-3-yl]-amide). As a reaction SMILES: [CH3:1][C:2]1([C:7]2[O:11][C:10]([CH2:12][N:13]3[CH:17]=[CH:16][C:15]([NH2:18])=[N:14]3)=[CH:9][CH:8]=2)[O:6]CCO1.[C:19]1([C:25]2[O:29][CH:28]=[N:27][C:26]=2[C:30](O)=[O:31])[CH:24]=[CH:23][CH:22]=[CH:21][CH:20]=1>>[C:2]([C:7]1[O:11][C:10]([CH2:12][N:13]2[CH:17]=[CH:16][C:15]([NH:18][C:30]([C:26]3[N:27]=[CH:28][O:29][C:25]=3[C:19]3[CH:20]=[CH:21][CH:22]=[CH:23][CH:24]=3)=[O:31])=[N:14]2)=[CH:9][CH:8]=1)(=[O:6])[CH3:1]. Reported procedure: Following general procedure B followed by either C or D, starting from 1-[5-(2-methyl-[1,3]dioxolan-2-yl)-furan-2-ylmethyl]-1H-pyrazol-3-ylamine and 5-phenyl-oxazole-4-carboxylic acid.